This data is from the Open Reaction Database (ORD), a public repository of structured organic reaction records. The task is: describe an organic reaction: reactants, conditions, products, and yield RXN SMILES: [CH3:22][C:23](=[O:24])[O:25][C:26](=[O:27])[CH3:28].[CH3:29][C:30](=[O:31])[OH:32].[NH2:1][CH2:2][CH2:3][CH2:4][c:5]1[n:6][c:7]2[c:8]([nH:9]1)[cH:10][cH:11][c:12]([C:14]1=[N:19][NH:18][C:17](=[O:20])[CH2:16][CH:15]1[CH3:21])[cH:13]2>>[NH:1]([CH2:2][CH2:3][CH2:4][c:5]1[n:6][c:7]2[c:8]([nH:9]1)[cH:10][cH:11][c:12]([C:14]1=[N:19][NH:18][C:17](=[O:20])[CH2:16][CH:15]1[CH3:21])[cH:13]2)[C:23]([CH3:22])=[O:24]. Yields the product CC(=O)NCCCc1nc2cc(C3=NNC(=O)CC3C)ccc2[nH]1. Reactants: CC(=O)OC(C)=O, CC(=O)O, CC1CC(=O)NN=C1c1ccc2[nH]c(CCCN)nc2c1.